Dataset: the Open Reaction Database (ORD), a public repository of structured organic reaction records. Task: describe an organic reaction: reactants, conditions, products, and yield Starting materials: CCO, CC(=O)N(C)c1ccc(F)c([N+](=O)[O-])c1, NCC1CCOCC1. Yields the product CC(=O)N(C)c1ccc(NCC2CCOCC2)c([N+](=O)[O-])c1. As a reaction SMILES: [CH3:24][CH2:25][OH:26].[F:9][c:10]1[c:11]([N+:21](=[O:22])[O-:23])[cH:12][c:13]([N:16]([C:17]([CH3:18])=[O:19])[CH3:20])[cH:14][cH:15]1.[NH2:1][CH2:2][CH:3]1[CH2:4][CH2:5][O:6][CH2:7][CH2:8]1>>[NH:1]([CH2:2][CH:3]1[CH2:4][CH2:5][O:6][CH2:7][CH2:8]1)[c:10]1[c:11]([N+:21](=[O:22])[O-:23])[cH:12][c:13]([N:16]([C:17]([CH3:18])=[O:19])[CH3:20])[cH:14][cH:15]1. Starting materials: CN1N=C(C(=C1OC1=CC=CC=C1)C=NO)C (1,3-dimethyl-5-phenoxypyrazole-4-carbaldehyde oxime), [OH-].[K+] (potassium hydroxide), CS(=O)C (dimethyl sulfoxide), C(C1=CC=CC=C1)(=O)OCCCl (2-chloroethyl benzoate). Run in O (water). Run at time 30 minute. Product: C(C1=CC=CC=C1)(=O)OCCON=CC=1C(=NN(C1OC1=CC=CC=C1)C)C (2-[(1,3-Dimethyl-5-phenoxypyrazol-4-yl)methyleneaminooxy]ethyl benzoate). The yield is 79.7%. RXN SMILES: [CH3:1][N:2]1[C:6]([O:7][C:8]2[CH:13]=[CH:12][CH:11]=[CH:10][CH:9]=2)=[C:5]([CH:14]=[N:15][OH:16])[C:4]([CH3:17])=[N:3]1.[OH-].[K+].CS(C)=O.[C:24]([O:32][CH2:33][CH2:34]Cl)(=[O:31])[C:25]1[CH:30]=[CH:29][CH:28]=[CH:27][CH:26]=1>O>[C:24]([O:32][CH2:33][CH2:34][O:16][N:15]=[CH:14][C:5]1[C:4]([CH3:17])=[N:3][N:2]([CH3:1])[C:6]=1[O:7][C:8]1[CH:13]=[CH:12][CH:11]=[CH:10][CH:9]=1)(=[O:31])[C:25]1[CH:30]=[CH:29][CH:28]=[CH:27][CH:26]=1 |f:1.2|. Procedure: 1.0 Gram (0.0043 mole) of 1,3-dimethyl-5-phenoxypyrazole-4-carbaldehyde oxime and 0.3 g (0.0054 mole) of powdery potassium hydroxide were added to 20 ml of dimethyl sulfoxide, and the resulting mixture was stirred for 30 minutes. To this solution was added 0.8 g (0.0043 mole) of 2-chloroethyl benzoate, and reaction was carried out at from 40° to 50° C. for 3 hours. After completion of the reaction, water was added to the reaction solution which was then extracted with ethyl acetate. The ethyl ac... Reactants: FC1=C(C=C(C=C1)F)[N+](=O)[O-] (2,5-difluoro-nitrobenzene), C(C1=CC=CC=C1)OCCC(C(C(=O)O)N(CC1=CC=CC=C1)CC1=CC=CC=C1)O (5-Benzyloxy-2-dibenzylamino-3-hydroxy-pentanoic acid), [H-].[Na+] (sodium hydride). Run in CN(C=O)C (dimethylformamide), CN(C=O)C (dimethylformamide), CN(C=O)C (dimethylformamide). Run at time 3 hour. Product: C(C1=CC=CC=C1)OCCC(C(C(=O)O)N(CC1=CC=CC=C1)CC1=CC=CC=C1)OC1=C(C=C(C=C1)F)[N+](=O)[O-] (5-benzyloxy-2-dibenzylamino-3-(4-fluoro-2-nitro-phenoxy)-pentanoic acid). Reaction SMILES: [CH2:1]([O:8][CH2:9][CH2:10][CH:11]([OH:31])[CH:12]([N:16]([CH2:24][C:25]1[CH:30]=[CH:29][CH:28]=[CH:27][CH:26]=1)[CH2:17][C:18]1[CH:23]=[CH:22][CH:21]=[CH:20][CH:19]=1)[C:13]([OH:15])=[O:14])[C:2]1[CH:7]=[CH:6][CH:5]=[CH:4][CH:3]=1.[H-].[Na+].F[C:35]1[CH:40]=[CH:39][C:38]([F:41])=[CH:37][C:36]=1[N+:42]([O-:44])=[O:43]>CN(C)C=O>[CH2:1]([O:8][CH2:9][CH2:10][CH:11]([O:31][C:35]1[CH:40]=[CH:39][C:38]([F:41])=[CH:37][C:36]=1[N+:42]([O-:44])=[O:43])[CH:12]([N:16]([CH2:24][C:25]1[CH:26]=[CH:27][CH:28]=[CH:29][CH:30]=1)[CH2:17][C:18]1[CH:23]=[CH:22][CH:21]=[CH:20][CH:19]=1)[C:13]([OH:15])=[O:14])[C:2]1[CH:3]=[CH:4][CH:5]=[CH:6][CH:7]=1 |f:1.2|. Procedure: 8.00 g (19 mmol) racemic (2S,3R and 2R,3S)-5-Benzyloxy-2-dibenzylamino-3-hydroxy-pentanoic acid in 25 ml dimethylformamide were added at 0° C. to a suspension of 1.83 g (42 mmol) sodium hydride (55%) in 25 ml dimethylformamide. The suspension was stirred for 3 hours and then 6.67 g (42 mmol) 2,5-difluoro-nitrobenzene in 10 ml dimethylformamide were added. After stirring overnight the mixture was poured under ice water and the pH was adjusted to 1. Extraction with ethylacetate and chromatography ...